Task: describe an organic reaction: reactants, conditions, products, and yield. Dataset: the Open Reaction Database (ORD), a public repository of structured organic reaction records The reactants are C1COCCN1, O=C(O)CCCc1cccs1. Yields the product c1csc(CCCCN2CCOCC2)c1. As a reaction SMILES: [CH2:12]1[CH2:13][O:14][CH2:15][CH2:16][NH:17]1.[s:1]1[c:2]([CH2:6][CH2:7][CH2:8][C:9]([OH:10])=[O:11])[cH:3][cH:4][cH:5]1>>[s:1]1[c:2]([CH2:6][CH2:7][CH2:8][CH2:9][N:17]2[CH2:12][CH2:13][O:14][CH2:15][CH2:16]2)[cH:3][cH:4][cH:5]1. Starting materials: COC(=O)C=1C=C(C=C(C1)N)C1=CC=C(C=C1)C (5-amino-4′-methyl-biphenyl-3-carboxylic acid methyl ester), BrC1=C(C=CC=C1)CC(=O)Cl (2-bromophenylacetyl chloride). The reagents and catalysts are CN(C)C=1C=CN=CC1 (DMAP). The solvent is N1=CC=CC=C1 (pyridine). Run at time 1 hour. The product is COC(=O)C=1C=C(C=C(C1)NC(CC1=C(C=CC=C1)Br)=O)C1=CC=C(C=C1)C (5-[2-(2-bromo-phenyl)-acetylamino]-4′-methyl-biphenyl-3-carboxylic acid methyl ester). As a reaction SMILES: [CH3:1][O:2][C:3]([C:5]1[CH:6]=[C:7]([C:12]2[CH:17]=[CH:16][C:15]([CH3:18])=[CH:14][CH:13]=2)[CH:8]=[C:9]([NH2:11])[CH:10]=1)=[O:4].[Br:19][C:20]1[CH:25]=[CH:24][CH:23]=[CH:22][C:21]=1[CH2:26][C:27](Cl)=[O:28]>CN(C1C=CN=CC=1)C.N1C=CC=CC=1>[CH3:1][O:2][C:3]([C:5]1[CH:6]=[C:7]([C:12]2[CH:17]=[CH:16][C:15]([CH3:18])=[CH:14][CH:13]=2)[CH:8]=[C:9]([NH:11][C:27](=[O:28])[CH2:26][C:21]2[CH:22]=[CH:23][CH:24]=[CH:25][C:20]=2[Br:19])[CH:10]=1)=[O:4]. Procedure details: A mixture of 5-amino-4′-methyl-biphenyl-3-carboxylic acid methyl ester (241 mg, 1.0 mmol), pyridine (0.5 mL), DMAP (10 mg) and 2-bromophenylacetyl chloride (253 mg, 1.1 equiv.) was stirred for one hour at room temperature. The mixture was partitioned between ethyl acetate and saturated aqueous sodium bicarbonate, and the organic layer was separated and concentrated under reduced pressure to give crude 5-[2-(2-bromo-phenyl)-acetylamino]-4′-methyl-biphenyl-3-carboxylic acid methyl ester, which was... Reactants: CCCCOS(C)(=O)=O, CC(C)=O, O=C(Nc1ccc(F)cc1F)C(F)(F)F, [K+], [OH-]. Product: CCCCN(C(=O)C(F)(F)F)c1ccc(F)cc1F. As a reaction SMILES: [CH3:1][S:2]([O:3][CH2:6][CH2:7][CH2:8][CH3:9])(=[O:4])=[O:5].[CH3:27][C:28](=[O:29])[CH3:30].[F:10][C:11]([C:12](=[O:13])[NH:14][c:15]1[c:16]([F:22])[cH:17][c:18]([F:21])[cH:19][cH:20]1)([F:23])[F:24].[K+:26].[OH-:25]>>[CH2:6]([CH2:7][CH2:8][CH3:9])[N:14]([C:12]([C:11]([F:10])([F:23])[F:24])=[O:13])[c:15]1[c:16]([F:22])[cH:17][c:18]([F:21])[cH:19][cH:20]1.